Dataset: the Open Reaction Database (ORD), a public repository of structured organic reaction records. Task: describe an organic reaction: reactants, conditions, products, and yield Starting materials: BrC1=Cc2c(c3ccccc3c3ccccc23)C1, C1CCCCC1, C1CCOC1, C[Si](C)(Cl)Cl. Product: O=C1Cc2c(c3ccccc3c3ccccc23)C1. RXN SMILES: [Br:1][C:2]1=[CH:3][c:4]2[c:5]([c:6]3[cH:7][cH:8][cH:9][cH:10][c:11]3[c:12]3[cH:13][cH:14][cH:15][cH:16][c:17]23)[CH2:18]1.[CH2:19]1[CH2:20][CH2:21][CH2:22][CH2:23][CH2:24]1.[CH2:30]1[CH2:33][CH2:32][CH2:31][O:34]1.[Cl:25][Si:26]([Cl:27])([CH3:28])[CH3:29]>>[C:2]1(=[O:34])[CH2:3][c:4]2[c:5]([c:6]3[cH:7][cH:8][cH:9][cH:10][c:11]3[c:12]3[cH:13][cH:14][cH:15][cH:16][c:17]23)[CH2:18]1. Starting materials: N1C=NC=C1 (Imidazole), Cl.CNC (dimethylamine hydrochloride), C=O (formaldehyde), [OH-].[K+] (KOH), Cl (HCl), C(=O)([O-])[O-].[K+].[K+] (K2CO3). The solvent is O (water). Reaction conditions: time 16 hour. Yields the product N1(C=NC=C1)CN(C)C (Imidazol-1-ylmethyl-dimethyl-amine). Yield: 112.3%. As a reaction SMILES: [NH:1]1[CH:5]=[CH:4][N:3]=[CH:2]1.Cl.[CH3:7][NH:8][CH3:9].Cl.C=O.[OH-].[K+].[C:15]([O-])([O-])=O.[K+].[K+]>O>[N:1]1([CH2:7][N:8]([CH3:15])[CH3:9])[CH:5]=[CH:4][N:3]=[CH:2]1 |f:1.2,5.6,7.8.9|. Procedure details: Imidazole (5 g, 73.5 mmol) and dimethylamine hydrochloride (6 g, 73.5 mmol) were stirred in water (12.5 mL) at room temperature. The solution was gradually acidified to pH 5 by the addition of conc. aqueous HCl. A solution of formaldehyde (37% in water; 6.05 mL, 80.8 mmol) was added and the mixture was left to stand for 16 hours. Then it was basified with an excess of 20% KOH solution (˜40 mL) and K2CO3 (˜6 g) was added to salt out the organics. This mixture was extracted with CHCl3 (3×40 mL) an... The reactants are S=C=S, S, c1ccc2scnc2c1. The product is Sc1nc2ccccc2s1. RXN SMILES: [S:11]=[C:12]=[S:13].[S:1].[cH:2]1[cH:3][cH:4][c:5]2[s:6][cH:7][n:8][c:9]2[cH:10]1>>[cH:2]1[cH:3][cH:4][c:5]2[s:6][c:7]([SH:11])[n:8][c:9]2[cH:10]1. Starting materials: CS(=O)(=O)Cl, Cc1cnc2c(c1)CCCC2, [Na+], [Na+], O=C([O-])[O-], O. Product: Cc1cnc2c(c1)CCCC2Cl. As a reaction SMILES: [CH3:12][S:13]([Cl:14])(=[O:15])=[O:16].[CH3:1][c:2]1[cH:3][n:4][c:5]2[c:10]([cH:11]1)[CH2:9][CH2:8][CH2:7][CH2:6]2.[Na+:17].[Na+:18].[O-:19][C:20](=[O:21])[O-:22].[OH2:23]>>[CH3:1][c:2]1[cH:3][n:4][c:5]2[c:10]([cH:11]1)[CH2:9][CH2:8][CH2:7][CH:6]2[Cl:14]. Starting materials: C(=O)(OC)C1=C(C(=CC=C1)Cl)NC(C)=O (N-(2-carbomethoxy-6-chlorophenyl)acetamide). Run in CO (methanol). The product is ClC1=C(C(C(=O)OC)=CC=C1)N (methyl 3-chloroanthranilate). Isolated yield 18.3%. RXN SMILES: [C:1]([C:5]1[CH:10]=[CH:9][CH:8]=[C:7]([Cl:11])[C:6]=1[NH:12]C(=O)C)([O:3][CH3:4])=[O:2]>CO>[Cl:11][C:7]1[CH:8]=[CH:9][CH:10]=[C:5]([C:1]([O:3][CH3:4])=[O:2])[C:6]=1[NH2:12]. Procedure: A stirred solution of 0.1 g (2.3 mmole) of N-(2-carbomethoxy-6-chlorophenyl)acetamide in 10 mL of methanol containing 0.2 mL of conc. H2S04 was heated at reflux for ca. 18 hr. The methanol was removed in vacuo and the residue treated with 5 mL of EtOAc and 5 mL of H2O respectively. The phases were mixed and separated. The aqueous layer was extracted with 2×5 mL of EtOAc and the combined EtOAc solution dried (Na2SO4), filtered, and the solvent removed from the filtrate in vacuo. The product was p... The reactants are COc2ccc1ccccc1c2 (substrate), COc1ccc([Mg]Br)cc1 (effective_coupling_partner). Reagents/catalysts: ItBu. Run at temperature 60 celsius, time 24 hour. Product: COc3ccc(c2ccc1ccccc1c2)cc3. The reactants are COCCOC, O=C1c2ccccc2C(=O)N1CCl, Oc1ccncc1. The product is O=C1c2ccccc2C(=O)N1COc1ccncc1. As a reaction SMILES: [CH3:21][O:22][CH2:23][CH2:24][O:25][CH3:26].[Cl:8][CH2:9][N:10]1[C:11](=[O:20])[c:12]2[c:13]([cH:16][cH:17][cH:18][cH:19]2)[C:14]1=[O:15].[OH:1][c:2]1[cH:3][cH:4][n:5][cH:6][cH:7]1>>[O:1]([c:2]1[cH:3][cH:4][n:5][cH:6][cH:7]1)[CH2:9][N:10]1[C:11](=[O:20])[c:12]2[c:13]([cH:16][cH:17][cH:18][cH:19]2)[C:14]1=[O:15]. Reactants: ice, C([O-])([O-])=O.[Na+].[Na+] (sodium carbonate), S(=O)(=O)([O-])[O-].[Na+].[Na+] (sodium sulfate), CC=1N2C(SC1)=CN=C2 (3-methylimidazo[5,1-b]thiazole), ice, [Cl-].[Al+3].[Cl-].[Cl-] (Aluminum chloride), C(C)(=O)Cl (acetyl chloride). Run in ClCCl (dichloromethane), ClCCl (dichloromethane), C(=S)=S (carbon disulfide). Conditions: time 30 minute. Product: C(C)(=O)C=1N=CN2C1SC=C2C (7-acetyl-3-methylimidazo[5,1-b]thiazole). As a reaction SMILES: [Cl-].[Al+3].[Cl-].[Cl-].[C:5](Cl)(=[O:7])[CH3:6].[CH3:9][C:10]1[N:11]2[CH:17]=[N:16][CH:15]=[C:12]2[S:13][CH:14]=1.C(=O)([O-])[O-].[Na+].[Na+].S([O-])([O-])(=O)=O.[Na+].[Na+]>C(=S)=S.ClCCl>[C:5]([C:15]1[N:16]=[CH:17][N:11]2[C:10]([CH3:9])=[CH:14][S:13][C:12]=12)(=[O:7])[CH3:6] |f:0.1.2.3,6.7.8,9.10.11|. Reported procedure: Aluminum chloride (16.0 g) was added to a solution of 10.0 ml of acetyl chloride in 100 ml of carbon disulfide at room temperature. The mixture was stirred for 30 min. A solution of 2.76 g of 3-methylimidazo[5,1-b]thiazole in 40 ml of dichloromethane was added dropwise thereto over a period of 15 min with stirring. The mixture was further stirred for 6 hr. The reaction solution was added to a mixture of 200 ml of dichloromethane with 100 g of ice with thorough stirring. After dissolution of the ...